From a dataset of the Open Reaction Database (ORD), a public repository of structured organic reaction records. describe an organic reaction: reactants, conditions, products, and yield Starting materials: Br (hydrogen bromide), C1CCCC2=CC=CC=C12 (tetralin), BrBr (bromine), CC(CC(=O)O)(C=C)C (3,3-dimethylpent-4-enoic acid), C(C1=CC=CC=C1)(=O)OOC(C1=CC=CC=C1)=O (benzoyl peroxide). The solvent is light petroleum. Run at temperature -10 celsius. Yields the product BrCCC(CC(=O)O)(C)C (5-Bromo-3,3-dimethylpentanoic Acid). Reaction SMILES: [BrH:1].C1C2C(=CC=CC=2)CCC1.BrBr.[CH3:14][C:15]([CH3:22])([CH:20]=[CH2:21])[CH2:16][C:17]([OH:19])=[O:18].C(OOC(=O)C1C=CC=CC=1)(=O)C1C=CC=CC=1>>[Br:1][CH2:21][CH2:20][C:15]([CH3:22])([CH3:14])[CH2:16][C:17]([OH:19])=[O:18]. Procedure: A stream of dry hydrogen bromide gas (made from 83.3 m) of tetralin and 71 ml of bromine) was bubbled through a stirred solution of 3,3-dimethylpent-4-enoic acid (80 g, 0.625 mol) in dry light petroleum b.p. 40°-60° C. (940 ml) together with benzoyl peroxide (6.4 g, 0.025 mol) until it was saturated (about 2 hours) whilst the reaction mixture was maintained at the temperature between 10°-20° C. by occasional cooling. After completion of the reaction, the mixture was cooled down to -10° C. and th... The reactants are FC=1C=CC(=C(C1)C)[N+](=O)[O-] (5-fluoro-2-nitrotoluene), CN1C(CCC1)=O (N-methylpyrrolidinone), NCCOC(C)O (2-aminoethoxyethanol), C(=O)([O-])[O-].[K+].[K+] (K2CO3). The solvent is O (water). Run at temperature 60 celsius. The product is [N+](=O)([O-])C1=C(C=C(C=C1)NCCOCCO)C (2-[2-(4-nitro-3-methylphenylamino)ethoxy]ethanol). As a reaction SMILES: F[C:2]1[CH:3]=[CH:4][C:5]([N+:9]([O-:11])=[O:10])=[C:6]([CH3:8])[CH:7]=1.CN1CCCC1=[O:18].[NH2:19][CH2:20][CH2:21][O:22][CH:23](O)[CH3:24].C([O-])([O-])=O.[K+].[K+]>O>[N+:9]([C:5]1[CH:4]=[CH:3][C:2]([NH:19][CH2:20][CH2:21][O:22][CH2:23][CH2:24][OH:18])=[CH:7][C:6]=1[CH3:8])([O-:11])=[O:10] |f:3.4.5|. Procedure: 2 g of 5-fluoro-2-nitrotoluene were added to a solution of 20 ml of N-methylpyrrolidinone, 1.63 g of 2-aminoethoxyethanol and 2.14 g of K2CO3. The reaction medium was heated at 60° C. for 12 hours and, after cooling to room temperature, was then poured into a water and ice mixture. The yellow precipitate formed was filtered off, reslurried in water and then dried over P2O5. 1.9 g of 2-[2-(4-nitro-3-methylphenylamino)ethoxy]ethanol (15) were obtained after purification on a column of silica. The reactants are [Li]CCCC, C1CCOC1, CCc1ccccn1, O=Cc1ccccc1. Yields the product CC(c1ccccn1)C(O)c1ccccc1. As a reaction SMILES: [CH2:1]([Li:2])[CH2:3][CH2:4][CH3:5].[CH2:22]1[O:23][CH2:24][CH2:25][CH2:26]1.[CH2:6]([CH3:7])[c:8]1[n:9][cH:10][cH:11][cH:12][cH:13]1.[CH:14](=[O:15])[c:16]1[cH:17][cH:18][cH:19][cH:20][cH:21]1>>[CH:6]([CH3:7])([c:8]1[n:9][cH:10][cH:11][cH:12][cH:13]1)[CH:14]([OH:15])[c:16]1[cH:17][cH:18][cH:19][cH:20][cH:21]1. Starting materials: O=C([O-])[O-], CC1(C)c2cccc(P(c3ccccc3)c3ccccc3)c2Oc2c(P(c3ccccc3)c3ccccc3)cccc21, COC(=O)c1ccc(Br)cn1, OB(O)C1CC1, [Cs+], [Cs+], O=C(C=Cc1ccccc1)C=Cc1ccccc1, O=C(C=Cc1ccccc1)C=Cc1ccccc1, O=C(C=Cc1ccccc1)C=Cc1ccccc1, [Pd], [Pd]. Product: COC(=O)c1ccc(C2CC2)cn1. Reaction SMILES: [C:60](=[O:61])([O-:62])[O-:63].[CH3:18][C:19]1([CH3:20])[c:21]2[cH:22][cH:23][cH:24][c:25]([P:26]([c:27]3[cH:28][cH:29][cH:30][cH:31][cH:32]3)[c:33]3[cH:34][cH:35][cH:36][cH:37][cH:38]3)[c:39]2[O:40][c:41]2[c:42]1[cH:43][cH:44][cH:45][c:46]2[P:47]([c:48]1[cH:49][cH:50][cH:51][cH:52][cH:53]1)[c:54]1[cH:55][cH:56][cH:57][cH:58][cH:59]1.[CH3:1][O:2][C:3](=[O:4])[c:5]1[n:6][cH:7][c:8]([Br:11])[cH:9][cH:10]1.[CH:12]1([B:15]([OH:16])[OH:17])[CH2:13][CH2:14]1.[Cs+:64].[Cs+:65].[O:104]=[C:105]([CH:106]=[CH:107][c:108]1[cH:109][cH:110][cH:111][cH:112][cH:113]1)[CH:114]=[CH:115][c:116]1[cH:117][cH:118][cH:119][cH:120][cH:121]1.[O:68]=[C:69]([CH:70]=[CH:71][c:72]1[cH:73][cH:74][cH:75][cH:76][cH:77]1)[CH:78]=[CH:79][c:80]1[cH:81][cH:82][cH:83][cH:84][cH:85]1.[O:86]=[C:87]([CH:88]=[CH:89][c:90]1[cH:91][cH:92][cH:93][cH:94][cH:95]1)[CH:96]=[CH:97][c:98]1[cH:99][cH:100][cH:101][cH:102][cH:103]1.[Pd:66].[Pd:67]>>[CH3:1][O:2][C:3](=[O:4])[c:5]1[n:6][cH:7][c:8]([CH:12]2[CH2:13][CH2:14]2)[cH:9][cH:10]1.